This data is from the Open Reaction Database (ORD), a public repository of structured organic reaction records. The task is: describe an organic reaction: reactants, conditions, products, and yield Reactants: [N+](=O)(O)[O-] (HNO3), ClC1=C(C(=O)O)C=CC(=C1C)F (2-chloro-3-methyl-4-fluoro-benzoic acid), OS(=O)(=O)O (H2SO4), ice water. Conditions: time 2 hour. The product is ClC1=C(C(=O)O)C=C(C(=C1C)F)[N+](=O)[O-] (2-Chloro-3-methyl-4-fluoro-5-nitro-benzoic acid). Reaction SMILES: [N+:1]([O-:4])(O)=[O:2].[Cl:5][C:6]1[C:14]([CH3:15])=[C:13]([F:16])[CH:12]=[CH:11][C:7]=1[C:8]([OH:10])=[O:9].OS(O)(=O)=O>>[Cl:5][C:6]1[C:14]([CH3:15])=[C:13]([F:16])[C:12]([N+:1]([O-:4])=[O:2])=[CH:11][C:7]=1[C:8]([OH:10])=[O:9]. Reported procedure: Aq HNO3 (65%, 0.39 mL) is added at 0° C. to a mixture of 2-chloro-3-methyl-4-fluoro-benzoic acid (880 mg, 4.7 mmol) and 8 mL conc H2SO4 and it is stirred for 2 h without further cooling. The mixture is poured into ice water and the precipitate is collected by filtration and dried. Yields the product NC=1C(=CC(=C2CCCN(C12)C)Br)C(=O)O (8-amino-5-bromo-1-methyl-1,2,3,4-tetrahydroquinoline-7-carboxylic acid). Reaction SMILES: [NH2:1][C:2]1[C:3]([C:14]([O:16]C)=[O:15])=[CH:4][C:5]([Br:13])=[C:6]2[C:11]=1[N:10]([CH3:12])[CH2:9][CH2:8][CH2:7]2.[Li+].[OH-]>C1COCC1.O>[NH2:1][C:2]1[C:3]([C:14]([OH:16])=[O:15])=[CH:4][C:5]([Br:13])=[C:6]2[C:11]=1[N:10]([CH3:12])[CH2:9][CH2:8][CH2:7]2 |f:1.2,3.4|. The solvent is C1CCOC1.O (THF H2O). Conditions: temperature 65 celsius, time 20 hour. Procedure: To a solution of methyl 8-amino-5-bromo-1-methyl-1,2,3,4-tetrahydroquinoline-7-carboxylate (1.40 g, 4.68 mmol) in 2:1 THF/H2O (18 mL) at rt was added LiOH (224 mg, 9.36 mmol). The solution was warmed to 65° C. and stirred for 20 h. The resulting solution was cooled to rt and the THF was removed in vacuo. The aqueous residue remaining was acidified with 1 M aqueous HCl and the resulting tan solid that precipitated was collected by filtration and dried in vacuo to afford 8-amino-5-bromo-1-methyl-1... Reactants: NC=1C(=CC(=C2CCCN(C12)C)Br)C(=O)OC (methyl 8-amino-5-bromo-1-methyl-1,2,3,4-tetrahydroquinoline-7-carboxylate), [Li+].[OH-] (LiOH). The reactants are NN, CC(c1cccc(CN2CCN(C(=O)OC(C)(C)C)CC2)c1)N1C(=O)c2ccccc2C1=O. Yields the product CC(N)c1cccc(CN2CCN(C(=O)OC(C)(C)C)CC2)c1. Reaction SMILES: [NH2:34][NH2:35].[O:1]=[C:2]1[N:3]([CH:12]([CH3:13])[c:14]2[cH:15][c:16]([CH2:17][N:18]3[CH2:19][CH2:20][N:21]([C:24](=[O:25])[O:26][C:27]([CH3:28])([CH3:29])[CH3:30])[CH2:22][CH2:23]3)[cH:31][cH:32][cH:33]2)[C:10](=[O:11])[c:5]2[c:4]1[cH:9][cH:8][cH:7][cH:6]2>>[NH2:3][CH:12]([CH3:13])[c:14]1[cH:15][c:16]([CH2:17][N:18]2[CH2:19][CH2:20][N:21]([C:24](=[O:25])[O:26][C:27]([CH3:28])([CH3:29])[CH3:30])[CH2:22][CH2:23]2)[cH:31][cH:32][cH:33]1. Starting materials: COC1=CC=C(C(=O)OOC2=C(C(=CC=C2)NC(C2=CC=C(C=C2)OC)=O)NC(C2=CC=C(C=C2)OC)=O)C=C1 (2,3-bis[(4-methoxybenzoyl)amino]phenoxy 4-methoxybenzoate), [OH-].[Na+] (sodium hydroxide). Solvent: CO (methanol). Conditions: time 72 hour. The product is COC1=CC=C(C(=O)NC2=C(C=CC=C2NC(C2=CC=C(C=C2)OC)=O)O)C=C1 (2,3-bis[(4-methoxybenzoyl)amino]phenol). The yield is 39.9%. RXN SMILES: COC1C=CC(C(O[O:10][C:11]2[CH:16]=[CH:15][CH:14]=[C:13]([NH:17][C:18](=[O:27])[C:19]3[CH:24]=[CH:23][C:22]([O:25][CH3:26])=[CH:21][CH:20]=3)[C:12]=2[NH:28][C:29](=[O:38])[C:30]2[CH:35]=[CH:34][C:33]([O:36][CH3:37])=[CH:32][CH:31]=2)=O)=CC=1.[OH-].[Na+]>CO>[CH3:37][O:36][C:33]1[CH:32]=[CH:31][C:30]([C:29]([NH:28][C:12]2[C:13]([NH:17][C:18](=[O:27])[C:19]3[CH:24]=[CH:23][C:22]([O:25][CH3:26])=[CH:21][CH:20]=3)=[CH:14][CH:15]=[CH:16][C:11]=2[OH:10])=[O:38])=[CH:35][CH:34]=1 |f:1.2|. Procedure: A solution of 2,3-bis[(4-methoxybenzoyl)amino]phenoxy 4-methoxybenzoate (7.75 g, 14.7 mmol) in methanol (100 mL) was cooled to ice-water bath temperature and 5 N aqueous sodium hydroxide solution (3.0 mL) was added. The reaction mixture was allowed to warm to room temperature and stirred for 72 hr. The reaction mixture was concentrated in vacuo and the resulting solid was dissolved in methylene chloride and washed with dilute aqueous hydrochloric acid, water, and saturated sodium chloride soluti... Starting materials: ClC1=CC=C(C=C1)C(CNCCO)(O)C1=CC=C(C=C1)I (1-(4-Chloro-phenyl)-2-(2-hydroxy-ethylamino)-1-(4-iodo-phenyl)-ethanol), ClC1=CC=C(C=C1)C1(CNCCO1)C1=CC=C(C=C1)C=1C=NNC1 (2-(4-Chloro-phenyl)-2-[4-(1H-pyrazol-4-yl)-phenyl]-morpholine), CN (methylamine). The product is ClC1=CC=C(C=C1)C(CNC)(O)C1=CC=C(C=C1)C=1C=NNC1 (1-(4-Chloro-phenyl)-2-methylamino-1-[4-(1H-pyrazol-4-yl)-phenyl]-ethanol). As a reaction SMILES: ClC1C=CC(C(C2C=CC(I)=CC=2)(O)CNCCO)=CC=1.[Cl:22][C:23]1[CH:28]=[CH:27][C:26]([C:29]2([C:35]3[CH:40]=[CH:39][C:38]([C:41]4[CH:42]=[N:43][NH:44][CH:45]=4)=[CH:37][CH:36]=3)[O:34]C[CH2:32][NH:31][CH2:30]2)=[CH:25][CH:24]=1.CN>>[Cl:22][C:23]1[CH:28]=[CH:27][C:26]([C:29]([C:35]2[CH:40]=[CH:39][C:38]([C:41]3[CH:45]=[N:44][NH:43][CH:42]=3)=[CH:37][CH:36]=2)([OH:34])[CH2:30][NH:31][CH3:32])=[CH:25][CH:24]=1. Procedure details: By following the procedure described in Example 79A, 79B and 79D but substituting ethanolamine for methylamine, the title compound was obtained. LCMS (PS-A3) Rt 5.28 min [M+H]+ 328, [M−H2O+H]+ 310. 1H NMR (Me-d3-OD) δ 2.38 (3H, s), 3.34 (2H, s), 7.28-7.31 (2H, m), 7.41-7.46 (4H, m), 7.51-7.54 (2H, m), 7.92 (2H, s). The reactants are C(C1=CC=CC=C1)N1CCC(CC1)=O (1-benzyl-piperidin-4-one), OC(C#N)(C)C (2-hydroxy-2-methyl-propionitrile), C(=O)([O-])[O-].[K+].[K+] (K2CO3). Solvent: C(C)O (ethanol), C(C)OCC (diethyl ether). Conditions: temperature 0 celsius, time 5 hour. The product is C(C1=CC=CC=C1)N1CCC(CC1)(C#N)O (1-benzyl-4-hydroxy-piperidine-4-carbonitrile). Isolated yield 84.6%. Reaction SMILES: [CH2:1]([N:8]1[CH2:13][CH2:12][C:11](=[O:14])[CH2:10][CH2:9]1)[C:2]1[CH:7]=[CH:6][CH:5]=[CH:4][CH:3]=1.OC(C)(C)[C:17]#[N:18].C([O-])([O-])=O.[K+].[K+]>C(O)C.C(OCC)C>[CH2:1]([N:8]1[CH2:13][CH2:12][C:11]([OH:14])([C:17]#[N:18])[CH2:10][CH2:9]1)[C:2]1[CH:3]=[CH:4][CH:5]=[CH:6][CH:7]=1 |f:2.3.4|. Procedure: To a solution of 2 g (10.6 mmoles) of 1-benzyl-piperidin-4-one in 14 ml of ethanol are added 6.8 ml (74.5 mmoles) of 2-hydroxy-2-methyl-propionitrile and 0.41 g (3 mmoles) of K2CO3 at 0° C. The mixture is stirred at 0° C. for 5 hours and diluted with diethyl ether. The organic layer is washed with water, dried over Na2SO4 and concentrated. Chromatography on silica gel (CH2Cl2:MeOH=9:1) gives 1.94 g of desired 1-benzyl-4-hydroxy-piperidine-4-carbonitrile in 85% yield. Reactants: C(C)OC(CC(C1=NC=CC=C1)C1=CC=C2C(=CNC2=C1)C#N)=O (3-(3-cyano-1H-indol-6-yl)-3-pyridin-2-yl-propionic acid ethyl ester), OCCC(C1=CC=CC=C1)C1=C2C(=CNC2=CC=C1)C#N (4-(3-Hydroxy-1-pheny-propyl)-1H-indole-3-carbonitrile). Product: OCCC(C1=NC=CC=C1)C1=CC=C2C(=CNC2=C1)C#N (6-(3-Hydroxy-1-pyridin-2-yl-propyl)-1H-indole-3-carbonitrile). As a reaction SMILES: C([O:3][C:4](=O)[CH2:5][CH:6]([C:13]1[CH:21]=[C:20]2[C:16]([C:17]([C:22]#[N:23])=[CH:18][NH:19]2)=[CH:15][CH:14]=1)[C:7]1[CH:12]=[CH:11][CH:10]=[CH:9][N:8]=1)C.OCCC(C1C=CC=C2C=1C(C#N)=CN2)C1C=CC=CC=1>>[OH:3][CH2:4][CH2:5][CH:6]([C:13]1[CH:21]=[C:20]2[C:16]([C:17]([C:22]#[N:23])=[CH:18][NH:19]2)=[CH:15][CH:14]=1)[C:7]1[CH:12]=[CH:11][CH:10]=[CH:9][N:8]=1. Reported procedure: 6-(3-Hydroxy-1-pyridin-2-yl-propyl)-1H-indole-3-carbonitrile CLXXII was prepared from 3-(3-cyano-1H-indol-6-yl)-3-pyridin-2-yl-propionic acid ethyl ester using the procedure described for preparation of 4-(3-Hydroxy-1-pheny-propyl)-1H-indole-3-carbonitrile LX (Example 14). The reactants are COC1=CC=C(CN)C=C1 (4-methoxybenzylamine), C(=O)O (formic acid), O.[N+](=O)([O-])C(C=O)C=O.[Na] (sodium nitromalonaldehyde monohydrate). The solvent is CO (methanol), O (water), CO (methanol), O (water). Run at time 24 hour. Yields the product COC1=CC=C(C\N=C\C(\C=N\CC2=CC=C(C=C2)OC)[N+](=O)[O-])C=C1 ((3E)-N-((E)-3-(4-methoxybenzylimino)-2-nitropropylidene)(4-methoxyphenyl)methanamine). Yield: 37.0%. Reaction SMILES: O.[N+:2]([CH:5]([CH:8]=O)[CH:6]=O)([O-:4])=[O:3].[Na].[CH3:11][O:12][C:13]1[CH:20]=[CH:19][C:16]([CH2:17][NH2:18])=[CH:15][CH:14]=1.[CH:21]([OH:23])=O>CO.O>[CH3:11][O:12][C:13]1[CH:20]=[CH:19][C:16]([CH2:17]/[N:18]=[CH:8]/[CH:5]([N+:2]([O-:4])=[O:3])/[CH:6]=[N:18]/[CH2:17][C:16]2[CH:19]=[CH:20][C:13]([O:23][CH3:21])=[CH:14][CH:15]=2)=[CH:15][CH:14]=1 |f:0.1.2,^1:9|. Procedure details: A yellow-orange suspension of sodium nitromalonaldehyde monohydrate (15.7 mg, 0.10 mmol) in methanol (275 uL) and water (25 uL) was added dropwise over a 2 min period to a solution of 4-methoxybenzylamine in methanol (165 uL), water (15 uL) and 96% formic acid (0.83 uL, 0.022 mmol) and was stirred at room-temperature for 24 h. It was noted that during the NMA addition a precipitate started to crystallize out, and was analyzed and found to be the crude title compound (I2). Filtration gave a pale-... Reactants: CCOC(=O)CBr, C1CCOC1, [H-], [Na+], OC1CCCC1. Product: CCOC(=O)COC1CCCC1. As a reaction SMILES: [Br:9][CH2:10][C:11](=[O:12])[O:13][CH2:14][CH3:15].[CH2:16]1[O:17][CH2:18][CH2:19][CH2:20]1.[H-:7].[Na+:8].[OH:1][CH:2]1[CH2:3][CH2:4][CH2:5][CH2:6]1>>[O:1]([CH:2]1[CH2:3][CH2:4][CH2:5][CH2:6]1)[CH2:10][C:11](=[O:12])[O:13][CH2:14][CH3:15]. The reactants are O (water), N1=CC=CC=C1 (pyridine), ClC(=O)OCC (ethyl chloroformate), C(CCC)OCCOC1=CC=C(C=C1)C=1C=CC2=C(C=C(CCN2)C(=O)OC)C1 (methyl 7-[4-(2-butoxyethoxy)phenyl]-2,3-dihydro-1-benzazepine-4-carboxylate). The reagents and catalysts are CN(C1=CC=NC=C1)C (4-dimethylaminopyridine). The solvent is C1CCOC1 (THF). Reaction conditions: time 3 hour. The product is C(CCC)OCCOC1=CC=C(C=C1)C=1C=CC2=C(C=C(CCN2C(=O)OCC)C(=O)OC)C1 (methyl 7-[4-(2-butoxyethoxy)phenyl]-1-(ethoxycarbonyl)-2,3-dihydro-1-benzazepine-4-carboxylate). As a reaction SMILES: [CH2:1]([O:5][CH2:6][CH2:7][O:8][C:9]1[CH:14]=[CH:13][C:12]([C:15]2[CH:16]=[CH:17][C:18]3[NH:24][CH2:23][CH2:22][C:21]([C:25]([O:27][CH3:28])=[O:26])=[CH:20][C:19]=3[CH:29]=2)=[CH:11][CH:10]=1)[CH2:2][CH2:3][CH3:4].N1C=CC=CC=1.Cl[C:37]([O:39][CH2:40][CH3:41])=[O:38].O>C1COCC1.CN(C)C1C=CN=CC=1>[CH2:1]([O:5][CH2:6][CH2:7][O:8][C:9]1[CH:10]=[CH:11][C:12]([C:15]2[CH:16]=[CH:17][C:18]3[N:24]([C:37]([O:39][CH2:40][CH3:41])=[O:38])[CH2:23][CH2:22][C:21]([C:25]([O:27][CH3:28])=[O:26])=[CH:20][C:19]=3[CH:29]=2)=[CH:13][CH:14]=1)[CH2:2][CH2:3][CH3:4]. Procedure: In THF (11.2 ml) was dissolved methyl 7-[4-(2-butoxyethoxy)phenyl]-2,3-dihydro-1-benzazepine-4-carboxylate (0.56 g). To the solution were added pyridine (0.17 ml) and ethyl chloroformate (0.18 ml, and the mixture was stirred at room temperature for 3 hours. To the mixture was added 4-dimethylaminopyridine (169 mg), and the mixture was stirred at room temperature for 2 hours. The reaction solution was added to water, and the mixture was extracted with ethyl acetate. The extract was washed with sa...